describe an organic reaction: reactants, conditions, products, and yield From a dataset of the Open Reaction Database (ORD), a public repository of structured organic reaction records. The reactants are C(C)OC(CNC1=C(C=CC=C1C)[N+](=O)[O-])=O (N-(6-Methyl-2-nitrophenyl)glycine ethyl ester). Solvent: C(C)O (ethanol). Procedure details: A mixture of N-(6-methyl-2-nitrophenyl)glycine ethyl ester (XV, EXAMPLE 17, 675 mg), ethanol (60.0 ml) and palladium on carbon (10%, 150 mg) is hydrogenated (48 psi) at 20°-25° for 3.5 hr. The mixture is filtered, the residue washed with ethanol, and the combined filtrates are concentrated to give the title compound, mp 168°-171°; IR (mineral oil) 3382, 2955, 2925, 1671, 1490, 1444, 1393, 1295 and 770 cm-1 ; NMR (CDCl3) 8.68, 6.79, 6.6-6.75, 4.04, 3.76 and 2.17 δ; MS (m/z) 162 and 133. RXN SMILES: C([O:3][C:4](=O)[CH2:5][NH:6][C:7]1[C:12]([CH3:13])=[CH:11][CH:10]=[CH:9][C:8]=1[N+:14]([O-])=O)C>[Pd].C(O)C>[CH3:13][C:12]1[CH:11]=[CH:10][CH:9]=[C:8]2[C:7]=1[NH:6][CH2:5][C:4](=[O:3])[NH:14]2. Reagents/catalysts: [Pd] (palladium on carbon). Product: CC1=C2NCC(NC2=CC=C1)=O (1,2,3,4-Tetrahydro-5-methylquinoxalin-2-one). Starting materials: O=C1NC=2C(=CC=CC2C2=C1CCO2)OC(F)(F)F (4-Oxo-6-trifluoromethoxy-2,3,4,5-tetrahydrofuro[3,2-c]quinoline), COC1=C(N)C=CC=C1 (2-methoxyaniline). Run in C(COCCO)O (diethylene glycol), [Cl-].[Na+].O (brine). Run at temperature 250 celsius. Product: COC1=C(C=CC=C1)N1CCC=2C(=NC=3C(=CC=CC3C21)OC(F)(F)F)NCCO (1-(2-methoxyphenyl)-4-[(2-hydroxyethyl)amino]-6-trifluoromethoxy-2,3-dihydropyrrolo[3,2-c]quinoline). The yield is 142.1%. As a reaction SMILES: O=[C:2]1[C:11]2[CH2:12][CH2:13]O[C:10]=2[C:9]2[CH:8]=[CH:7][CH:6]=[C:5]([O:15][C:16]([F:19])([F:18])[F:17])[C:4]=2[NH:3]1.[CH3:20][O:21][C:22]1[CH:28]=[CH:27][CH:26]=[CH:25][C:23]=1[NH2:24]>C(O)COCCO.[Cl-].[Na+].O>[CH3:20][O:21][C:22]1[CH:28]=[CH:27][CH:26]=[CH:25][C:23]=1[N:24]1[C:10]2[C:9]3[CH:8]=[CH:7][CH:6]=[C:5]([O:15][C:16]([F:19])([F:18])[F:17])[C:4]=3[N:3]=[C:2]([NH:3][CH2:4][CH2:5][OH:15])[C:11]=2[CH2:12][CH2:13]1 |f:3.4.5|. Procedure details: 4-Oxo-6-trifluoromethoxy-2,3,4,5-tetrahydrofuro[3,2-c]quinoline(272 mg, 1.0 mmol) was dissolved in diethylene glycol(10 ml), and 2-methoxyaniline(281 μl, 2.5 mmol) was added under nitrogen. The reaction mixture was refluxed at 250° C. for 15 hours. The reaction mixture was diluted in brine(20 ml), and the aqueous layer was extracted with dichloromethane(15 ml) for 3 times. The organic layer was washed with water(15 ml) for 3 times, dried over anhydrous magnesium sulfate, filtered, and concentrat... Reactants: C(C)(=O)OCC.O1CCOCC1 (ethyl acetate dioxane), ClC1=NC(=NC(=C1C(Cl)Cl)Cl)SC (4,6-dichloro-5-dichloromethyl-2-methylthio-pyrimidine), CC[O-].[Na+] (sodium ethylate), N1CCS(CC1)=O (thiomorpholine-1-oxide). Product: C(C)OC1=C(C(=NC(=N1)SC)N1CCS(CC1)=O)C=O (6-Ethoxy-5-formyl-2-methylthio-4-(1-oxido-thiomorpholino)pyrimidine). RXN SMILES: Cl[C:2]1[C:7]([CH:8](Cl)Cl)=[C:6](Cl)[N:5]=[C:4]([S:12][CH3:13])[N:3]=1.[CH3:14][CH2:15][O-:16].[Na+].[NH:18]1[CH2:23][CH2:22][S:21](=[O:24])[CH2:20][CH2:19]1.C(OCC)(=[O:27])C.O1CCOCC1>>[CH2:15]([O:16][C:6]1[N:5]=[C:4]([S:12][CH3:13])[N:3]=[C:2]([N:18]2[CH2:23][CH2:22][S:21](=[O:24])[CH2:20][CH2:19]2)[C:7]=1[CH:8]=[O:27])[CH3:14] |f:1.2,4.5|. Reported procedure: 6-Ethoxy-5-formyl-2-methylthio-4-(1-oxido-thiomorpholino)pyrimidine was prepared in analogous manner from 4,6-dichloro-5-dichloromethyl-2-methylthio-pyrimidine, sodium ethylate and thiomorpholine-1-oxide. M.p. 163°C (ethyl acetate/dioxane). Reactants: CCOC(=O)CBr, CC(C)[N-]C(C)C, [Li+], C1CCOC1, O, O=C1CCCc2onc(-c3ccccc3)c21. The product is CCOC(=O)CC1CCc2onc(-c3ccccc3)c2C1=O. As a reaction SMILES: [Br:25][CH2:26][C:27](=[O:28])[O:29][CH2:30][CH3:31].[CH:17]([N-:18][CH:19]([CH3:20])[CH3:21])([CH3:22])[CH3:23].[Li+:24].[O:33]1[CH2:34][CH2:35][CH2:36][CH2:37]1.[OH2:32].[c:1]1(-[c:7]2[n:8][o:9][c:10]3[c:11]2[C:12](=[O:16])[CH2:13][CH2:14][CH2:15]3)[cH:2][cH:3][cH:4][cH:5][cH:6]1>>[c:1]1(-[c:7]2[n:8][o:9][c:10]3[c:11]2[C:12](=[O:16])[CH:13]([CH2:26][C:27](=[O:28])[O:29][CH2:30][CH3:31])[CH2:14][CH2:15]3)[cH:2][cH:3][cH:4][cH:5][cH:6]1. Reactants: O=C(Oc1ccccc1O)c1ccccc1, CC(=O)O, O, O=[N+]([O-])O. The product is O=C(Oc1cccc([N+](=O)[O-])c1O)c1ccccc1. RXN SMILES: [C:1]([c:2]1[cH:3][cH:4][cH:5][cH:6][cH:7]1)(=[O:8])[O:9][c:10]1[c:11]([OH:16])[cH:12][cH:13][cH:14][cH:15]1.[CH3:22][C:23](=[O:24])[OH:25].[OH2:21].[OH:17][N+:18]([O-:19])=[O:20]>>[C:1]([c:2]1[cH:3][cH:4][cH:5][cH:6][cH:7]1)(=[O:8])[O:9][c:10]1[c:11]([OH:16])[c:12]([N+:18](=[O:17])[O-:19])[cH:13][cH:14][cH:15]1. Yields the product Cc1oc(-c2ccccc2)nc1CCOc1ccc(C=CCO)cc1. Starting materials: CC(C)C[Al+]CC(C)C, CCOC(=O)C=Cc1ccc(OCCc2nc(-c3ccccc3)oc2C)cc1, Cc1ccccc1, Cl, [H-]. Reaction SMILES: [CH2:2]([Al+:3][CH2:4][CH:5]([CH3:6])[CH3:7])[CH:8]([CH3:9])[CH3:10].[CH3:11][c:12]1[c:13]([CH2:23][CH2:24][O:25][c:26]2[cH:27][cH:28][c:29]([CH:30]=[CH:31][C:32](=[O:33])[O:34][CH2:35][CH3:36])[cH:37][cH:38]2)[n:14][c:15](-[c:17]2[cH:18][cH:19][cH:20][cH:21][cH:22]2)[o:16]1.[CH3:40][c:41]1[cH:42][cH:43][cH:44][cH:45][cH:46]1.[ClH:39].[H-:1]>>[CH3:11][c:12]1[c:13]([CH2:23][CH2:24][O:25][c:26]2[cH:27][cH:28][c:29]([CH:30]=[CH:31][CH2:32][OH:33])[cH:37][cH:38]2)[n:14][c:15](-[c:17]2[cH:18][cH:19][cH:20][cH:21][cH:22]2)[o:16]1. Reactants: CCC1CN(C(=O)OC(C)(C)C)CCN1, O=C(OC(Cl)(Cl)Cl)OC(Cl)(Cl)Cl, ClCCl, c1ccncc1. Yields the product CCC1CN(C(=O)OC(C)(C)C)CCN1C(=O)Cl. Reaction SMILES: [C:1]([CH3:2])([CH3:3])([CH3:4])[O:5][C:6](=[O:7])[N:8]1[CH2:9][CH:10]([CH2:14][CH3:15])[NH:11][CH2:12][CH2:13]1.[Cl:22][C:23]([Cl:24])([O:25][C:26](=[O:27])[O:28][C:29]([Cl:30])([Cl:31])[Cl:32])[Cl:33].[Cl:34][CH2:35][Cl:36].[cH:16]1[cH:17][cH:18][n:19][cH:20][cH:21]1>>[C:1]([CH3:2])([CH3:3])([CH3:4])[O:5][C:6](=[O:7])[N:8]1[CH2:9][CH:10]([CH2:14][CH3:15])[N:11]([C:23]([Cl:22])=[O:25])[CH2:12][CH2:13]1. Starting materials: B(Br)(Br)Br (BBr3), CO (methanol), C(C=C)[C@@]1(CCN(C(O1)=O)[C@@H](C)C1=CC=C(C=C1)OC)C1=CC=C(C=C1)F ((R)-6-allyl-6-(4-fluorophenyl)-3-((S)-1-(4-methoxyphenyl)ethyl)-1,3-oxazinan-2-one), B(Br)(Br)Br (BBr3). Run in C(Cl)Cl (CH2Cl2), C(Cl)Cl (CH2Cl2), [Cl-].[Na+].O (brine). Reaction conditions: time 1 hour. Yields the product C(C=C)[C@@]1(CCN(C(O1)=O)[C@@H](C)C1=CC=C(C=C1)O)C1=CC=C(C=C1)F ((R)-6-allyl-6-(4-fluorophenyl)-3-((S)-1-(4-hydroxyphenyl)ethyl)-1,3-oxazinan-2-one). Isolated yield 62.7%. Reaction SMILES: [CH2:1]([C@@:4]1([C:21]2[CH:26]=[CH:25][C:24]([F:27])=[CH:23][CH:22]=2)[O:9][C:8](=[O:10])[N:7]([C@H:11]([C:13]2[CH:18]=[CH:17][C:16]([O:19]C)=[CH:15][CH:14]=2)[CH3:12])[CH2:6][CH2:5]1)[CH:2]=[CH2:3].B(Br)(Br)Br.CO>C(Cl)Cl.[Cl-].[Na+].O>[CH2:1]([C@@:4]1([C:21]2[CH:22]=[CH:23][C:24]([F:27])=[CH:25][CH:26]=2)[O:9][C:8](=[O:10])[N:7]([C@H:11]([C:13]2[CH:18]=[CH:17][C:16]([OH:19])=[CH:15][CH:14]=2)[CH3:12])[CH2:6][CH2:5]1)[CH:2]=[CH2:3] |f:4.5.6|. Procedure: A solution of (R)-6-allyl-6-(4-fluorophenyl)-3-((S)-1-(4-methoxyphenyl)ethyl)-1,3-oxazinan-2-one (0.1094 g, 0.30 mmol, 1.0 equiv) in 6 mL of dry CH2Cl2 was cooled to −78° C. At this temperature, BBr3 (1.0 M solution in CH2Cl2, 0.6 mL, 0.60 mmol, 2.0 equiv) was added under N2 atmosphere. After 1 h, the reaction mixture was stirred at an ice bath for further 3 h. After the reaction mixture was cooled with a dry ice—acetone bath, surplus of BBr3 was hydrolyzed with methanol (3 mL). The mixture was ... Reported procedure: o-iodonitrobenzene (9.42 g, 37.84 mmol), 4-bromobenzeneboronic acid (7.6 g, 37.84 mmol), potassium carbonate (21 g, 151.36 mmol) was added to 190 mL DME/water (3:2) solution and degassed for 30 minutes. Pd(PPh3)4 (437 mg, 0.38 mmol) was added to the slurry under nitrogen and the slurry was degassed for another 5 minutes. The reaction was refluxed under nitrogen for 6 h. Content of the flask was filtered through a pad of celite and partitioned in ethyl acetate and brine. Organic phase was dried o... The product is BrC1=CC=C(C=C1)C1=C(C=CC=C1)[N+](=O)[O-] (4′-bromo-2-nitrobiphenyl), oil. Reactants: IC1=C(C=CC=C1)[N+](=O)[O-] (o-iodonitrobenzene), BrC1=CC=C(C=C1)B(O)O (4-bromobenzeneboronic acid), C([O-])([O-])=O.[K+].[K+] (potassium carbonate). Reagents/catalysts: C=1C=CC(=CC1)[P](C=2C=CC=CC2)(C=3C=CC=CC3)[Pd]([P](C=4C=CC=CC4)(C=5C=CC=CC5)C=6C=CC=CC6)([P](C=7C=CC=CC7)(C=8C=CC=CC8)C=9C=CC=CC9)[P](C=1C=CC=CC1)(C=1C=CC=CC1)C=1C=CC=CC1 (Pd(PPh3)4). Isolated yield 93.6%. RXN SMILES: I[C:2]1[CH:7]=[CH:6][CH:5]=[CH:4][C:3]=1[N+:8]([O-:10])=[O:9].[Br:11][C:12]1[CH:17]=[CH:16][C:15](B(O)O)=[CH:14][CH:13]=1.C(=O)([O-])[O-].[K+].[K+]>C1C=CC([P]([Pd]([P](C2C=CC=CC=2)(C2C=CC=CC=2)C2C=CC=CC=2)([P](C2C=CC=CC=2)(C2C=CC=CC=2)C2C=CC=CC=2)[P](C2C=CC=CC=2)(C2C=CC=CC=2)C2C=CC=CC=2)(C2C=CC=CC=2)C2C=CC=CC=2)=CC=1.COCCOC.O>[Br:11][C:12]1[CH:17]=[CH:16][C:15]([C:2]2[CH:7]=[CH:6][CH:5]=[CH:4][C:3]=2[N+:8]([O-:10])=[O:9])=[CH:14][CH:13]=1 |f:2.3.4,6.7,^1:30,32,51,70|. The solvent is COCCOC.O (DME water). The reactants are ClC1=C(C=C(C=C1)N=C=O)Cl (1,2-dichloro-4-isocyanatobenzene), N[C@@H](CCN1CCC(CC1)C=1C=C(C=CC1)NC(C(C)C)=O)C1=CC=CC=C1 (N-(3-{1-[(3S)-3-amino-3-phenylpropyl]-4-piperidinyl}phenyl)-2-methylpropanamide). Product: ClC=1C=C(NC(=O)N[C@@H](CCN2CCC(CC2)C=2C=C(C=CC2)NC(C(C)C)=O)C2=CC=CC=C2)C=CC1Cl (N-{3-[1-((3S)-3-{[(3,4-DICHLOROANILINO)CARBONYL]AMINO}-3-PHENYLPROPYL)-4-PIPERIDINYL]PHENYL}-2-METHYLPROPANAMIDE). As a reaction SMILES: [Cl:1][C:2]1[CH:7]=[CH:6][C:5]([N:8]=[C:9]=[O:10])=[CH:4][C:3]=1[Cl:11].[NH2:12][C@H:13]([C:34]1[CH:39]=[CH:38][CH:37]=[CH:36][CH:35]=1)[CH2:14][CH2:15][N:16]1[CH2:21][CH2:20][CH:19]([C:22]2[CH:23]=[C:24]([NH:28][C:29](=[O:33])[CH:30]([CH3:32])[CH3:31])[CH:25]=[CH:26][CH:27]=2)[CH2:18][CH2:17]1>>[Cl:11][C:3]1[CH:4]=[C:5]([CH:6]=[CH:7][C:2]=1[Cl:1])[NH:8][C:9]([NH:12][C@H:13]([C:34]1[CH:35]=[CH:36][CH:37]=[CH:38][CH:39]=1)[CH2:14][CH2:15][N:16]1[CH2:21][CH2:20][CH:19]([C:22]2[CH:23]=[C:24]([NH:28][C:29](=[O:33])[CH:30]([CH3:32])[CH3:31])[CH:25]=[CH:26][CH:27]=2)[CH2:18][CH2:17]1)=[O:10]. Reported procedure: Prepared by Procedure P and Scheme AB using 1,2-dichloro-4-isocyanatobenzene and N-(3-{1-[(3S)-3-amino-3-phenylpropyl]-4-piperidinyl}phenyl)-2-methylpropanamide: ESMS m/e: 567.1 (M+H)+.